From a dataset of the Open Reaction Database (ORD), a public repository of structured organic reaction records. describe an organic reaction: reactants, conditions, products, and yield Reactants: compound 44a, C(C)OC(C(CC(C)C)C=1C=C(C=C(C1)C1CN(CCC1)CC1=CC=C(C=C1)N1C=CC=C1)C1=CC=C(C=C1)C(F)(F)F)=O (4-Methyl-2-{5-[1-(4-pyrrol-1-yl-benzyl)-piperidin-3-yl]-4′-trifluoromethyl-biphenyl-3-yl}-pentanoic acid ethyl ester), [OH-].[K+] (KOH). The solvent is CCO (EtOH). Run at temperature 78 celsius. The product is CC(CC(C(=O)O)C=1C=C(C=C(C1)C1CN(CCC1)CC1=CC=C(C=C1)N1C=CC=C1)C1=CC=C(C=C1)C(F)(F)F)C (4-Methyl-2-{5-[1-(4-pyrrol-1-yl-benzyl)-piperidin-3-yl]-4′-trifluoromethyl-biphenyl-3-yl}-pentanoic acid). Reaction SMILES: C([O:3][C:4](=[O:44])[CH:5]([C:10]1[CH:11]=[C:12]([C:34]2[CH:39]=[CH:38][C:37]([C:40]([F:43])([F:42])[F:41])=[CH:36][CH:35]=2)[CH:13]=[C:14]([CH:16]2[CH2:21][CH2:20][CH2:19][N:18]([CH2:22][C:23]3[CH:28]=[CH:27][C:26]([N:29]4[CH:33]=[CH:32][CH:31]=[CH:30]4)=[CH:25][CH:24]=3)[CH2:17]2)[CH:15]=1)[CH2:6][CH:7]([CH3:9])[CH3:8])C.[OH-].[K+]>CCO>[CH3:8][CH:7]([CH3:9])[CH2:6][CH:5]([C:10]1[CH:11]=[C:12]([C:34]2[CH:39]=[CH:38][C:37]([C:40]([F:43])([F:41])[F:42])=[CH:36][CH:35]=2)[CH:13]=[C:14]([CH:16]2[CH2:21][CH2:20][CH2:19][N:18]([CH2:22][C:23]3[CH:28]=[CH:27][C:26]([N:29]4[CH:33]=[CH:32][CH:31]=[CH:30]4)=[CH:25][CH:24]=3)[CH2:17]2)[CH:15]=1)[C:4]([OH:44])=[O:3] |f:1.2|. Procedure details: To compound 44a, 4-Methyl-2-{5-[1-(4-pyrrol-1-yl-benzyl)-piperidin-3-yl]-4′-trifluoromethyl-biphenyl-3-yl}-pentanoic acid ethyl ester (56.2, 0.09 mmol) in EtOH (5 ml) was added 2M KOH (0.5 ml, 0.93 mmol). The reaction was heated to 78° C. for 1.5 hours, cooled to room temperature, and concentrated in vacuo. Purification via Gilson HPLC, salt exchange with 1N HCl (aqueous) gave the product as a white lyophilate, (32 mg, 56% ). 1H NMR (300 MHz, MeOD) δ ppm 0.89-0.97 (m, 6 H) 1.50 (dt, J=13.28, 6.7...